Task: describe an organic reaction: reactants, conditions, products, and yield. Dataset: the Open Reaction Database (ORD), a public repository of structured organic reaction records Starting materials: C(CCCC)N1C(N2C(C=3NC=NC13)=NC(=N2)C2=NC=NC=C2)=O (4-pentyl-8-pyrimidin-4-yl-1,4-dihydro-5H-[1,2,4]triazolo[5,1-i]purin-5-one), C(CCCC)N1C(N2C(C=3NC=NC13)=NN=C2C2=NC=NC=C2)=O (6-pentyl-3-pyrimidin-4-yl-6,9-dihydro-5H-[1,2,4]triazolo[3,4-i]purin-5-one), BrN1C(CCC1=O)=O (N-bromosuccinimide). Run in C1CCOC1 (THF). Conditions: time 1 hour. Product: BrC1=NC=2N(C(N3C(C2N1)=NC(=N3)C3=NC=NC=C3)=O)CCCCC (2-bromo-4-pentyl-8-pyrimidin-4-yl-1,4-dihydro-5H-[1,2,4]triazolo[5,1-i]purin-5-one). RXN SMILES: [CH2:1]([N:6]1[C:14]2[N:13]=[CH:12][NH:11][C:10]=2[C:9]2=[N:15][C:16]([C:18]3[CH:23]=[CH:22][N:21]=[CH:20][N:19]=3)=[N:17][N:8]2[C:7]1=[O:24])[CH2:2][CH2:3][CH2:4][CH3:5].C(N1C2N=CNC=2C2=NN=C(C3C=CN=CN=3)N2C1=O)CCCC.[Br:49]N1C(=O)CCC1=O>C1COCC1>[Br:49][C:12]1[NH:11][C:10]2[C:9]3=[N:15][C:16]([C:18]4[CH:23]=[CH:22][N:21]=[CH:20][N:19]=4)=[N:17][N:8]3[C:7](=[O:24])[N:6]([CH2:1][CH2:2][CH2:3][CH2:4][CH3:5])[C:14]=2[N:13]=1. Procedure: To a mixture of 4-pentyl-8-pyrimidin-4-yl-1,4-dihydro-5H-[1,2,4]triazolo[5,1-i]purin-5-one (14C1) and 6-pentyl-3-pyrimidin-4-yl-6,9-dihydro-5H-[1,2,4]triazolo[3,4-i]purin-5-one (14C2) (25 mg, 0.15 mmol) in THF (5 mL) was added N-bromosuccinimide (19 mg, 0.22 mmol). The reaction mixture was stirred at room temperature for 1 hour, then the reaction was quenched by phenol. After removing the solvent, the residue was purified using preparative LCMS (method B) to yield the pure compound (14D1) and th...